From a dataset of the Open Reaction Database (ORD), a public repository of structured organic reaction records. describe an organic reaction: reactants, conditions, products, and yield Reactants: Cc1ccc(-n2nc(C(C)(C)C)cc2NC(=O)Nc2cnc(N3CCN(C(=O)C(C)(C)C)CC3)c3ccccc23)cc1, CS(=O)(=O)O, ClCCl. Product: Cc1ccc(-n2nc(C(C)(C)C)cc2NC(=O)Nc2cnc(N3CCN(C(=O)C(C)(C)C)CC3)c3ccccc23)cc1, CS(=O)(=O)O. As a reaction SMILES: [C:1]([CH3:2])([CH3:3])([CH3:4])[c:5]1[cH:6][c:7]([NH:17][C:18](=[O:19])[NH:20][c:21]2[cH:22][n:23][c:24]([N:31]3[CH2:32][CH2:33][N:34]([C:37]([C:38]([CH3:39])([CH3:40])[CH3:41])=[O:42])[CH2:35][CH2:36]3)[c:25]3[cH:26][cH:27][cH:28][cH:29][c:30]23)[n:8](-[c:10]2[cH:11][cH:12][c:13]([CH3:16])[cH:14][cH:15]2)[n:9]1.[CH3:43][S:44]([OH:45])(=[O:46])=[O:47].[Cl:48][CH2:49][Cl:50]>>[C:1]([CH3:2])([CH3:3])([CH3:4])[c:5]1[cH:6][c:7]([NH:17][C:18](=[O:19])[NH:20][c:21]2[cH:22][n:23][c:24]([N:31]3[CH2:32][CH2:33][N:34]([C:37]([C:38]([CH3:39])([CH3:40])[CH3:41])=[O:42])[CH2:35][CH2:36]3)[c:25]3[cH:26][cH:27][cH:28][cH:29][c:30]23)[n:8](-[c:10]2[cH:11][cH:12][c:13]([CH3:16])[cH:14][cH:15]2)[n:9]1.[CH3:43][S:44](=[O:45])(=[O:46])[OH:47]. Starting materials: O1C2=C1C=CCCCCCCCC2 (epoxycyclododecadiene), [H][H] (hydrogen). Reagents/catalysts: [Pd] (palladium). The product is C1(CCCCCCCCCCC1)O (cyclododecanol). Isolated yield 20.0%. As a reaction SMILES: [O:1]1[C:3]2[CH:4]=[CH:5][CH2:6][CH2:7][CH2:8][CH2:9][CH2:10][CH2:11][CH2:12][CH2:13][C:2]1=2.[H][H]>[Pd]>[CH:2]1([OH:1])[CH2:13][CH2:12][CH2:11][CH2:10][CH2:9][CH2:8][CH2:7][CH2:6][CH2:5][CH2:4][CH2:3]1. Procedure: In a reaction example shown in this report, when epoxycyclododecadiene is subjected to a reduction reaction with a hydrogen gas in the presence of a palladium catalyst carried on γ-alumina under a reduced pressure of 1.3 MPa at a reaction temperature of 90° C., cyclododecanol is obtained at a yield of 20%. In the report, a palladium catalyst carried on titania and a palladium catalyst carried on silica were employed. In each case, the yield of the cyclododecanol was less than 20%. Reactants: C(C)OC(=O)C1=NC=2N(C(=C1)S)N=CN2 (5-ethoxycarbonyl-7-mercapto-s-triazolo[1,5-a]pyrimidine). The solvent is [OH-].[K+] (potassium hydroxide), O (water). Reaction conditions: temperature 80 celsius. Product: C(=O)(O)C1=NC=2N(C(=C1)S)N=CN2 (5-carboxy-7-mercapto-s-triazolo[1,5-a]pyrimidine). The yield is 91.4%. As a reaction SMILES: C([O:3][C:4]([C:6]1[CH:11]=[C:10]([SH:12])[N:9]2[N:13]=[CH:14][N:15]=[C:8]2[N:7]=1)=[O:5])C>[OH-].[K+].O>[C:4]([C:6]1[CH:11]=[C:10]([SH:12])[N:9]2[N:13]=[CH:14][N:15]=[C:8]2[N:7]=1)([OH:5])=[O:3] |f:1.2|. Reported procedure: The product obtained in Step 2 (2.0 g) was dissolved in a solution of 1.0 g potassium hydroxide in 80 ml of water, the mixture was heated at 80° C. for 30 minutes. After cooling the resulting orange solution to room temperature, it was washed with 50 ml of ethyl acetate, the pH of the aqueous layer was lowered to 1.0 with 6N hydrochloric acid, and the crystals thus formed were collected by filtration, washed with 50 ml of acetone, giving 1.6 g of the objective compound as orange crystals. Reactants: Cl (HCl), CC(C(C1=CC=C(C=C1)C1=NN=NN1)C1=CC=C(OCC2=NC=CC=C2)C=C1)(C)C (2-[(4-{2,2-dimethyl-1-[4-(1H-tetrazol-5-yl)phenyl]propyl}phenoxy)methyl]pyridine), C(=O)(OC(C)(C)C)N1CCC(CC1)CO (N-Boc-4-piperidinemethanol), C1(=CC=CC=C1)P(C1=CC=CC=C1)C1=CC=CC=C1 (triphenylphosphine), N(=NC(=O)OCC)C(=O)OCC (diethyl azodicarboxylate), C(=O)(OC(C)(C)C)N1CCC(CC1)C=O (N-Boc-4-piperidinemethanal), C1(=CC=CC=C1)P(C1=CC=CC=C1)C1=CC=CC=C1 (triphenylphosphine), N(=NC(=O)OCC)C(=O)OCC (diethyl azodicarboxylate). Solvent: C(Cl)Cl (DCM), CCO (EtOH). Reaction conditions: time 10 minute. Yields the product C(C)(C)(C)OC(=O)N1CCC(CC1)CN1N=C(N=N1)C1=CC=C(C=C1)C(C(C)(C)C)C1=CC=C(C=C1)OCC1=NC=CC=C1 (tert-butyl-4-{[5-(4-{2,2-dimethyl-1-[4-(pyridin-2-ylmethoxy)phenyl]propyl}phenyl)-2H-tetrazol-2-yl]methyl}piperidine-1-carboxylate). Reaction SMILES: Cl.[CH3:2][C:3]([CH3:31])([CH3:30])[CH:4]([C:16]1[CH:29]=[CH:28][C:19]([O:20][CH2:21][C:22]2[CH:27]=[CH:26][CH:25]=[CH:24][N:23]=2)=[CH:18][CH:17]=1)[C:5]1[CH:10]=[CH:9][C:8]([C:11]2[NH:15][N:14]=[N:13][N:12]=2)=[CH:7][CH:6]=1.[C:32]([N:39]1[CH2:44][CH2:43][CH:42]([CH2:45]O)[CH2:41][CH2:40]1)([O:34][C:35]([CH3:38])([CH3:37])[CH3:36])=[O:33].C1(P(C2C=CC=CC=2)C2C=CC=CC=2)C=CC=CC=1.N(C(OCC)=O)=NC(OCC)=O.C(N1CCC(C=O)CC1)(OC(C)(C)C)=O>CCO.C(Cl)Cl>[C:35]([O:34][C:32]([N:39]1[CH2:44][CH2:43][CH:42]([CH2:45][N:14]2[N:13]=[N:12][C:11]([C:8]3[CH:7]=[CH:6][C:5]([CH:4]([C:16]4[CH:29]=[CH:28][C:19]([O:20][CH2:21][C:22]5[CH:27]=[CH:26][CH:25]=[CH:24][N:23]=5)=[CH:18][CH:17]=4)[C:3]([CH3:31])([CH3:30])[CH3:2])=[CH:10][CH:9]=3)=[N:15]2)[CH2:41][CH2:40]1)=[O:33])([CH3:38])([CH3:36])[CH3:37]. Reported procedure: HCl (1M solution in ethanol; slight excess) was added to a solution of 2d (42.0 mg, 0.102 mmol) in EtOH (1.0 mL) at room temperature. After ˜10 min, the resulting mixture was concentrated in vacuo to afford crude g. The residue was dissolved in DCM (1.5 mL), and to this solution was added N-Boc-4-piperidinemethanol (68.0 mg, 0.315 mmol), triphenylphosphine (132 mg, 0.505 mmol), and diethyl azodicarboxylate (80.0 μl, 0.511 mmol). After maintaining the reaction mixture at room temperature for 17 h... Reactants: BrC1=CC2=C(C=C1)OCO2 (4-bromo-1,2-(methylenedioxy)benzene), C(CCC)[Li] (n-Butyllithium), C1=CC2=C(C=C1C=O)OCO2 (Piperonal), O (Water). Run in O1CCCC1 (tetrahydrofuran), O1CCCC1 (tetrahydrofuran). Yields the product O1COC2=C1C=CC(=C2)C(O)C2=CC1=C(OCO1)C=C2 (Bis-benzo [1.3 ]dioxol- 5-yl-methanol). Isolated yield 933.6%. Reaction SMILES: Br[C:2]1[CH:7]=[CH:6][C:5]2[O:8][CH2:9][O:10][C:4]=2[CH:3]=1.C([Li])CCC.[CH:16]1[C:21]([CH:22]=[O:23])=[CH:20][C:19]2[O:24][CH2:25][O:26][C:18]=2[CH:17]=1.O>O1CCCC1>[O:8]1[C:5]2[CH:6]=[CH:7][C:2]([CH:22]([C:21]3[CH:16]=[CH:17][C:18]4[O:26][CH2:25][O:24][C:19]=4[CH:20]=3)[OH:23])=[CH:3][C:4]=2[O:10][CH2:9]1. Reported procedure: A solution of 4-bromo-1,2-(methylenedioxy)benzene (5.02 g, 2.5 mmol) in 100 mL of dry tetrahydrofuran is cooled to -78° C. n-Butyllithium (15.6 mL, 2.5 mmol) is added dropwise to the reaction. The white suspension is stirred for another hour. Piperonal (4.12 g, 2.4 mmol) in 20 mL of tetrahydrofuran is added. The reaction is warmed to room temperature and stirred overnight. Water (50 mL) is added to quench the reaction. Layers are separated and the aqueous phase is extracted with 3×40 mL of ethyl... Reported procedure: The title compound is prepared according to process H by applying processing method 2 starting from 3-(4-chlorobutyl)-3-ethyl-1,3-dihydro-2H-indol-2-one and 1-(4-chloro-3-tri-fluormethyl-phenyl)-piperazine. The product is Cl.ClC1=C(C=C(C=C1)N1CCN(CC1)CCCCC1(C(NC2=CC=CC=C12)=O)CC)C(F)(F)F (3-{4-[4-(4-Chloro-3-trifluoromethyl-phenyl)-piperazin-1-yl]-butyl}-3-ethyl-1,3-dihydro-2H-indol-2-one monohydrochloride). As a reaction SMILES: [Cl:1][CH2:2][CH2:3][CH2:4][CH2:5][C:6]1([CH2:16][CH3:17])[C:14]2[C:9](=[CH:10][CH:11]=[CH:12][CH:13]=2)[NH:8][C:7]1=[O:15].[Cl:18][C:19]1[CH:24]=[CH:23][C:22]([N:25]2[CH2:30][CH2:29][NH:28][CH2:27][CH2:26]2)=[CH:21][C:20]=1[C:31]([F:34])([F:33])[F:32]>>[ClH:1].[Cl:18][C:19]1[CH:24]=[CH:23][C:22]([N:25]2[CH2:30][CH2:29][N:28]([CH2:2][CH2:3][CH2:4][CH2:5][C:6]3([CH2:16][CH3:17])[C:14]4[C:9](=[CH:10][CH:11]=[CH:12][CH:13]=4)[NH:8][C:7]3=[O:15])[CH2:27][CH2:26]2)=[CH:21][C:20]=1[C:31]([F:33])([F:32])[F:34] |f:2.3|. Reactants: ClCCCCC1(C(NC2=CC=CC=C12)=O)CC (3-(4-chlorobutyl)-3-ethyl-1,3-dihydro-2H-indol-2-one), ClC1=C(C=C(C=C1)N1CCNCC1)C(F)(F)F (1-(4-chloro-3-tri-fluormethyl-phenyl)-piperazine). The reactants are CN1CCCC1=O, COC(=O)C1CSc2c(-c3ccccc3)c(Cc3cccc4ccccc34)c(Br)c(=O)n21, N#C[Cu]. Product: COC(=O)C1CSc2c(-c3ccccc3)c(Cc3cccc4ccccc34)c(C#N)c(=O)n21. Reaction SMILES: [CH3:36][N:37]1[CH2:38][CH2:39][CH2:40][C:41]1=[O:42].[CH3:4][O:5][C:6](=[O:7])[CH:8]1[CH2:9][S:10][c:11]2[n:12]1[c:13](=[O:35])[c:14]([Br:34])[c:15]([CH2:23][c:24]1[cH:25][cH:26][cH:27][c:28]3[cH:29][cH:30][cH:31][cH:32][c:33]13)[c:16]2-[c:17]1[cH:18][cH:19][cH:20][cH:21][cH:22]1.[Cu:1][C:2]#[N:3]>>[C:2](#[N:3])[c:14]1[c:13](=[O:35])[n:12]2[c:11]([c:16](-[c:17]3[cH:18][cH:19][cH:20][cH:21][cH:22]3)[c:15]1[CH2:23][c:24]1[cH:25][cH:26][cH:27][c:28]3[cH:29][cH:30][cH:31][cH:32][c:33]13)[S:10][CH2:9][CH:8]2[C:6]([O:5][CH3:4])=[O:7]. The reactants are ClC=1C=C(SC1)C(C)=O (1-(4-chloro-2-thienyl)ethanone), COC(N(C)C)OC (N,N-dimethylformamide dimethyl acetal). Run at time 2 hour. Product: ClC=1C=C(SC1)C(C=CN(C)C)=O (1-(4-chloro-2-thienyl)-3-(dimethylamino)prop-2-en-1-one). The yield is 76.5%. RXN SMILES: [Cl:1][C:2]1[CH:3]=[C:4]([C:7](=[O:9])[CH3:8])[S:5][CH:6]=1.CO[CH:12](OC)[N:13]([CH3:15])[CH3:14]>>[Cl:1][C:2]1[CH:3]=[C:4]([C:7](=[O:9])[CH:8]=[CH:12][N:13]([CH3:15])[CH3:14])[S:5][CH:6]=1. Reported procedure: A mixture of 1-(4-chloro-2-thienyl)ethanone (32.1 mmol) and N,N-dimethylformamide dimethyl acetal (112.2 mmol) was refluxed for 3 h and then allowed to cool to room temperature whereupon crystallization occurred. The reaction mixture was stored in a freezer at −18° C. for 2 h. The supernatant liquid was decanted, the crystals were dried in vacuum to afford 5.3 g (77% yield) of 1-(4-chloro-2-thienyl)-3-(dimethylamino)prop-2-en-1-one which was used in the next step without further purification.